Dataset: the Open Reaction Database (ORD), a public repository of structured organic reaction records. Task: describe an organic reaction: reactants, conditions, products, and yield Starting materials: ceric ammonium nitrate, lactam, lactam, COC1=CC=C(C=C1)N1C([C@H]([C@H]1C1=CC=CC=C1)OC(C)=O)=O (cis-1-p-methoxyphenyl-3-acetoxy-4-phenylazetidin-2-one). Solvent: O (water), C(C)#N (acetonitrile). Product: C(C)(=O)O[C@@H]1C(N[C@@H]1C1=CC=CC=C1)=O (cis-3-acetoxy-4-phenylazetidin-2-one). As a reaction SMILES: COC1C=CC([N:9]2[C@H:12]([C:13]3[CH:18]=[CH:17][CH:16]=[CH:15][CH:14]=3)[C@H:11]([O:19][C:20](=[O:22])[CH3:21])[C:10]2=[O:23])=CC=1>C(#N)C.O>[C:20]([O:19][C@H:11]1[C@@H:12]([C:13]2[CH:14]=[CH:15][CH:16]=[CH:17][CH:18]=2)[NH:9][C:10]1=[O:23])(=[O:22])[CH3:21]. Reported procedure: The above procedure may, in turn, be followed by modification of the lactam formed, should a different lactam starting material be desired. For example, a cis-1-p-methoxyphenyl-3-acetoxy-4-phenylazetidin-2-one racemate prepared as above, in acetonitrile at a temperature such as -10° C. to -5° C., may be treated with a solution of ceric ammonium nitrate in water to yield a cis-3-acetoxy-4-phenylazetidin-2-one racemate. The latter compound may, for example, further be hydrolyzed, e.g., with aqueou... Reactants: C1=CC=CC2=CC=CC=C12 (naphthalene), [Li] (lithium), BrCCCC1=CC=CC=C1 (1-bromo-3-phenylpropane), C(C)N1C2=C(N(C(C3=C1N=CC(=C3)I)=O)C)C=CC=N2 (5,11-dihydro-11-ethyl-8-iodo-5-methyl-6H-dipyrido[3,2-b:2',3'-e][1,4]diazepin-6-one). The reagents and catalysts are [Cl-].[Zn+2].[Cl-] (zinc chloride), [Zn] (zinc), C=1C=CC(=CC1)[P](C=2C=CC=CC2)(C=3C=CC=CC3)[Pd]([P](C=4C=CC=CC4)(C=5C=CC=CC5)C=6C=CC=CC6)([P](C=7C=CC=CC7)(C=8C=CC=CC8)C=9C=CC=CC9)[P](C=1C=CC=CC1)(C=1C=CC=CC1)C=1C=CC=CC1 (tetrakis(triphenylphosphine)palladium(0)). Solvent: O1CCCC1 (tetrahydrofuran), O1CCCC1 (tetrahydrofuran), O1CCCC1 (tetrahydrofuran). Run at time 8 hour. The product is C(C)N1C2=C(N(C(C3=C1N=CC(=C3)CCCC3=CC=CC=C3)=O)C)C=CC=N2 (5,11-Dihydro-11-ethyl-5-methyl-8-(3-phenylpropyl)-6H-dipyrido[3,2-b:2',3'-e][1,4]diazepin-6-one). Isolated yield 7.4%. As a reaction SMILES: [CH:1]1[C:10]2[C:5](=[CH:6][CH:7]=[CH:8][CH:9]=2)[CH:4]=[CH:3][CH:2]=1.[Li].BrCCCC1C=CC=CC=1.[CH2:22]([N:24]1[C:30]2[N:31]=[CH:32]C(I)=[CH:34][C:29]=2[C:28](=[O:36])[N:27]([CH3:37])[C:26]2[CH:38]=[CH:39][CH:40]=[N:41][C:25]1=2)[CH3:23]>O1CCCC1.[Cl-].[Zn+2].[Cl-].[Zn].C1C=CC([P]([Pd]([P](C2C=CC=CC=2)(C2C=CC=CC=2)C2C=CC=CC=2)([P](C2C=CC=CC=2)(C2C=CC=CC=2)C2C=CC=CC=2)[P](C2C=CC=CC=2)(C2C=CC=CC=2)C2C=CC=CC=2)(C2C=CC=CC=2)C2C=CC=CC=2)=CC=1>[CH2:22]([N:24]1[C:30]2[N:31]=[CH:32][C:6]([CH2:7][CH2:8][CH2:9][C:10]3[CH:1]=[CH:2][CH:3]=[CH:4][CH:5]=3)=[CH:34][C:29]=2[C:28](=[O:36])[N:27]([CH3:37])[C:26]2[CH:38]=[CH:39][CH:40]=[N:41][C:25]1=2)[CH3:23] |f:5.6.7,^1:10,54,56,75,94|. Reported procedure: A solution of naphthalene (0.65 g, 5.07 mmol) in 2 mL of tetrahydrofuran was added to lithium wire (35 mg, 5.04 mmol), and the mixture was stirred overnight at room temperature under argon. A solution of zinc chloride in tetrahydrofuran (0.5M, 5.25 mL, 2.63 mmol) was then added. After 20 min, 1-bromo-3-phenylpropane (0.18 mL, 1.15 mmol) was added, and the reaction mixture was stirred at room temperature for 4.5 hours. Unreacted zinc was allowed to settle, and the supernatant was added by cannula... Solvent: C(Cl)(Cl)Cl (chloroform). Reactants: CC1=C(N=C(O1)C1=CC2=CC=CC=C2C=C1)/C=C/C1=CC=C(CO)C=C1 ((E)-4-[2-[5-methyl-2-(2-naphthyl)-4-oxazolyl]vinyl]benzyl alcohol). Procedure details: A mixture of (E)-4-[2-[5-methyl-2-(2-naphthyl)-4-oxazolyl]vinyl]benzyl alcohol (7.80 g), activated manganese dioxide (15.6 g) and chloroform (300 ml) was stirred at room temperature for 1 day. After the manganese dioxide was filtered off, the filtrate was concentrated under reduced pressure; the resulting crystal was recrystallized from dichloromethane-methanol to yield (E)-4-[2-[5-methyl-2-(2-naphthyl)-4-oxazolyl]vinyl]benzaldehyde (6.56 g, 85%) as light yellow needles having a melting point of... Reaction conditions: time 1 day. Yields the product CC1=C(N=C(O1)C1=CC2=CC=CC=C2C=C1)/C=C/C1=CC=C(C=O)C=C1 ((E)-4-[2-[5-methyl-2-(2-naphthyl)-4-oxazolyl]vinyl]benzaldehyde). As a reaction SMILES: [CH3:1][C:2]1[O:6][C:5]([C:7]2[CH:16]=[CH:15][C:14]3[C:9](=[CH:10][CH:11]=[CH:12][CH:13]=3)[CH:8]=2)=[N:4][C:3]=1/[CH:17]=[CH:18]/[C:19]1[CH:26]=[CH:25][C:22]([CH2:23][OH:24])=[CH:21][CH:20]=1>[O-2].[O-2].[Mn+4].C(Cl)(Cl)Cl>[CH3:1][C:2]1[O:6][C:5]([C:7]2[CH:16]=[CH:15][C:14]3[C:9](=[CH:10][CH:11]=[CH:12][CH:13]=3)[CH:8]=2)=[N:4][C:3]=1/[CH:17]=[CH:18]/[C:19]1[CH:20]=[CH:21][C:22]([CH:23]=[O:24])=[CH:25][CH:26]=1 |f:1.2.3|. The reagents and catalysts are [O-2].[O-2].[Mn+4] (manganese dioxide). Isolated yield 84.6%. The reactants are (CH3)2CHOOCC6H4, C(=O)(O)C1=CC=C(OCCCCCCCC2=CC(=NO2)C)C=C1 (5-[7-(4-carboxyphenoxy)heptyl]-3-methylisoxazole), C(C)(C)O (isopropyl alcohol). Yields the product C(C)(C)OC(=O)C1=CC=C(OCCCCCCCC2=CC(=NO2)C)C=C1 (5-[7-(4-Isopropyloxycarbonylphenoxy)heptyl]-3-methylisoxazole). Reaction SMILES: [C:1]([C:4]1[CH:23]=[CH:22][C:7]([O:8][CH2:9][CH2:10][CH2:11][CH2:12][CH2:13][CH2:14][CH2:15][C:16]2[O:20][N:19]=[C:18]([CH3:21])[CH:17]=2)=[CH:6][CH:5]=1)([OH:3])=[O:2].[CH:24](O)([CH3:26])[CH3:25]>>[CH:24]([O:2][C:1]([C:4]1[CH:5]=[CH:6][C:7]([O:8][CH2:9][CH2:10][CH2:11][CH2:12][CH2:13][CH2:14][CH2:15][C:16]2[O:20][N:19]=[C:18]([CH3:21])[CH:17]=2)=[CH:22][CH:23]=1)=[O:3])([CH3:26])[CH3:25]. Reported procedure: [I; R is CH3, n is 7, X is O, Ar is 4--(CH3)2CHOOCC6H4 ], m.p. 45°-46° C., from 5-[7-(4-carboxyphenoxy)heptyl]-3-methylisoxazole (Example 16) and isopropyl alcohol; MIC vs. rhinovirus Type 2 in vitro=0.23 μg/ml.